Dataset: the Open Reaction Database (ORD), a public repository of structured organic reaction records. Task: describe an organic reaction: reactants, conditions, products, and yield Starting materials: C1CO1 (ethylene oxide), C(CCC(C)(C)C)(=O)O (neoheptanoic acid), [OH-].[K+] (potassium hydroxide), C1CO1 (ethylene oxide), neo-acid, C1CO1 (ethylene oxide). The product is C(CCC(C)(C)C)(=O)OCCO (Ethylene Glycol Mononeoheptanoate). RXN SMILES: [C:1]([OH:9])(=[O:8])[CH2:2][CH2:3][C:4]([CH3:7])([CH3:6])[CH3:5].[OH-].[K+].[CH2:12]1[O:14][CH2:13]1>>[C:1]([O:9][CH2:12][CH2:13][OH:14])(=[O:8])[CH2:2][CH2:3][C:4]([CH3:7])([CH3:6])[CH3:5] |f:1.2|. Reported procedure: To a 1 liter glass flask is added one mole of neoheptanoic acid and 1 gm of potassium hydroxide (solid), to provide the base catalyst for the subsequent ethoxylation reaction. Gaseous nitrogen is introduced to purge oxygen from the flask. A conventional bubbler device provided with NUJOL® oil is provided in the nitrogen gas feed line to the reaction flask. Gases discharged from the reaction flask are passed through a second such bubbler device. With continuous nitrogen flow through the flask, th... The reactants are COC(=O)C1=CC(=NO1)OCC=1C(=NOC1C)C1=NC=CC=C1 (3-(5-methyl-3-pyridin-2-yl-isoxazol-4-ylmethoxy)-isoxazole-5-carboxylic acid methyl ester), NN1CCCCC1 (1-aminopiperidine). The product is N1(CCCCC1)NC(=O)C1=CC(=NO1)OCC=1C(=NOC1C)C1=NC=CC=C1 (3-(5-Methyl-3-pyridin-2-yl-isoxazol-4-ylmethoxy)-isoxazole-5-carboxylic acid piperidin-1-ylamide). Yield: 65.6%. As a reaction SMILES: CO[C:3]([C:5]1[O:9][N:8]=[C:7]([O:10][CH2:11][C:12]2[C:13]([C:18]3[CH:23]=[CH:22][CH:21]=[CH:20][N:19]=3)=[N:14][O:15][C:16]=2[CH3:17])[CH:6]=1)=[O:4].[NH2:24][N:25]1[CH2:30][CH2:29][CH2:28][CH2:27][CH2:26]1>>[N:25]1([NH:24][C:3]([C:5]2[O:9][N:8]=[C:7]([O:10][CH2:11][C:12]3[C:13]([C:18]4[CH:23]=[CH:22][CH:21]=[CH:20][N:19]=4)=[N:14][O:15][C:16]=3[CH3:17])[CH:6]=2)=[O:4])[CH2:30][CH2:29][CH2:28][CH2:27][CH2:26]1. Procedure: As described for example 18, 3-(5-methyl-3-pyridin-2-yl-isoxazol-4-ylmethoxy)-isoxazole-5-carboxylic acid methyl ester (100 mg, 0.33 mmol) was converted, using 1-aminopiperidine (127 mg, 1.27 mmol) instead of N,N-dimethylhydrazine, to the title compound (83 mg, 68%) which was obtained as a white solid after purification by chromatography (silica, dichloromethane:methanol=9:1 to 7:3). MS: m/e=384.2 [M+H]+. Procedure details: To a solution of tert-butyl (3R,4S)-3-{[[3-{[tert-butyl(dimethyl)silyl]oxy}-5-(3-methoxypropyl)benzyl](cyclopropyl)amino]carbonyl}-4-{4-[2-(2,6-dichloro-4-methylphenoxy)ethoxy]phenyl}piperidine-1-carboxylate (1 eq.) from the previous step in THF (0.1 M) was added a solution of 1 M tetrabutylammonium fluoride in THF (1.3 eq.). The reaction was stirred at it for 1 h and then concentrated in vacuo. The residue was purified by flash column chromatography (SiO2, 50% EtOAc in Hex) to afford the title ... Conditions: time 1 hour. The solvent is C1CCOC1 (THF), C1CCOC1 (THF). Starting materials: [Si](C)(C)(C(C)(C)C)OC=1C=C(CN(C(=O)[C@H]2CN(CC[C@@H]2C2=CC=C(C=C2)OCCOC2=C(C=C(C=C2Cl)C)Cl)C(=O)OC(C)(C)C)C2CC2)C=C(C1)CCCOC (tert-butyl (3R,4S)-3-{[[3-{[tert-butyl(dimethyl)silyl]oxy}-5-(3-methoxypropyl)benzyl](cyclopropyl)amino]carbonyl}-4-{4-[2-(2,6-dichloro-4-methylphenoxy)ethoxy]phenyl}piperidine-1-carboxylate), [F-].C(CCC)[N+](CCCC)(CCCC)CCCC (tetrabutylammonium fluoride). Product: C1(CC1)N(C(=O)[C@H]1CN(CC[C@@H]1C1=CC=C(C=C1)OCCOC1=C(C=C(C=C1Cl)C)Cl)C(=O)OC(C)(C)C)CC1=CC(=CC(=C1)CCCOC)O (tert-Butyl (3R,4S)-3-({cyclopropyl[3-hydroxy-5-(3-methoxypropyl)benzyl]-amino}carbonyl)-4-{4-[2-(2,6-dichloro-4-methylphenoxy)ethoxy]phenyl}piperidine-1-carboxylate). RXN SMILES: [Si]([O:8][C:9]1[CH:10]=[C:11]([CH:51]=[C:52]([CH2:54][CH2:55][CH2:56][O:57][CH3:58])[CH:53]=1)[CH2:12][N:13]([CH:48]1[CH2:50][CH2:49]1)[C:14]([C@@H:16]1[C@@H:21]([C:22]2[CH:27]=[CH:26][C:25]([O:28][CH2:29][CH2:30][O:31][C:32]3[C:37]([Cl:38])=[CH:36][C:35]([CH3:39])=[CH:34][C:33]=3[Cl:40])=[CH:24][CH:23]=2)[CH2:20][CH2:19][N:18]([C:41]([O:43][C:44]([CH3:47])([CH3:46])[CH3:45])=[O:42])[CH2:17]1)=[O:15])(C(C)(C)C)(C)C.[F-].C([N+](CCCC)(CCCC)CCCC)CCC>C1COCC1>[CH:48]1([N:13]([CH2:12][C:11]2[CH:51]=[C:52]([CH2:54][CH2:55][CH2:56][O:57][CH3:58])[CH:53]=[C:9]([OH:8])[CH:10]=2)[C:14]([C@@H:16]2[C@@H:21]([C:22]3[CH:23]=[CH:24][C:25]([O:28][CH2:29][CH2:30][O:31][C:32]4[C:37]([Cl:38])=[CH:36][C:35]([CH3:39])=[CH:34][C:33]=4[Cl:40])=[CH:26][CH:27]=3)[CH2:20][CH2:19][N:18]([C:41]([O:43][C:44]([CH3:47])([CH3:46])[CH3:45])=[O:42])[CH2:17]2)=[O:15])[CH2:50][CH2:49]1 |f:1.2|. Reactants: OC[C@@H](C)N1C(N(C=CC1=O)C1=CC(=CC=C1)C(F)(F)F)=O ((R)-3-(1-hydroxypropan-2-yl)-1-(3-trifluoromethylphenyl)pyrimidin-2,4(1H,3H)-dione), ICl (iodine chloride). Run in C(Cl)(Cl)Cl (chloroform). Reaction conditions: time 2 hour. Product: OC[C@@H](C)N1C(N(C=C(C1=O)I)C1=CC(=CC=C1)C(F)(F)F)=O ((R)-3-(1-hydroxypropan-2-yl)-5-iodo-1-(3-trifluoromethylphenyl)pyrimidin-2,4(1H,3H)-dione). RXN SMILES: [OH:1][CH2:2][C@H:3]([N:5]1[C:10](=[O:11])[CH:9]=[CH:8][N:7]([C:12]2[CH:17]=[CH:16][CH:15]=[C:14]([C:18]([F:21])([F:20])[F:19])[CH:13]=2)[C:6]1=[O:22])[CH3:4].[I:23]Cl>C(Cl)(Cl)Cl>[OH:1][CH2:2][C@H:3]([N:5]1[C:10](=[O:11])[C:9]([I:23])=[CH:8][N:7]([C:12]2[CH:17]=[CH:16][CH:15]=[C:14]([C:18]([F:21])([F:19])[F:20])[CH:13]=2)[C:6]1=[O:22])[CH3:4]. Procedure: To a solution of (R)-3-(1-hydroxypropan-2-yl)-1-(3-trifluoromethylphenyl)pyrimidin-2,4(1H,3H)-dione (prepared in Reference Example 102) (1.3 g) in chloroform (20.0 ml) was added iodine chloride (12.4 ml, 1M dichloromethane solution) and the resulting mixture was stirred for two hours at room temperature. The reaction mixture was concentrated under reduced pressure and the residue was purified by silica gel column chromatography (eluent: hexane/ethyl acetate) to afford (R)-3-(1-hydroxypropan-2-yl... The reactants are OC(=O)C(F)(F)F.C(C)(C)(C)NC(=O)N1N=C(C2=CC(=CC=C12)C(F)(F)F)NCC(NC1CNC1)=O (3-[(azetidin-3-ylcarbamoylmethyl)-amino]-5-trifluoromethyl-indazole-1-carboxylic acid tert-butyl amide TFA salt), C(#N)C1CCC(CC1)=O (4-cyano-cyclohexanone). Yields the product C(C)(C)(C)NC(=O)N1N=C(C2=CC(=CC=C12)C(F)(F)F)NCC(NC1CN(C1)C1CCC(CC1)C#N)=O (3-({[1-(4-Cyano-cyclohexyl)-azetidin-3-ylcarbamoyl]-methyl}-amino)-5-trifluoromethyl-indazole-1-carboxylic acid tert-butylamide). Reaction SMILES: OC(C(F)(F)F)=O.[C:8]([NH:12][C:13]([N:15]1[C:23]2[C:18](=[CH:19][C:20]([C:24]([F:27])([F:26])[F:25])=[CH:21][CH:22]=2)[C:17]([NH:28][CH2:29][C:30](=[O:36])[NH:31][CH:32]2[CH2:35][NH:34][CH2:33]2)=[N:16]1)=[O:14])([CH3:11])([CH3:10])[CH3:9].[C:37]([CH:39]1[CH2:44][CH2:43][C:42](=O)[CH2:41][CH2:40]1)#[N:38]>>[C:8]([NH:12][C:13]([N:15]1[C:23]2[C:18](=[CH:19][C:20]([C:24]([F:26])([F:25])[F:27])=[CH:21][CH:22]=2)[C:17]([NH:28][CH2:29][C:30](=[O:36])[NH:31][CH:32]2[CH2:33][N:34]([CH:42]3[CH2:43][CH2:44][CH:39]([C:37]#[N:38])[CH2:40][CH2:41]3)[CH2:35]2)=[N:16]1)=[O:14])([CH3:11])([CH3:9])[CH3:10] |f:0.1|. Reported procedure: The title compound was prepared as a white solid from reaction of 3-[(azetidin-3-ylcarbamoylmethyl)-amino]-5-trifluoromethyl-indazole-1-carboxylic acid tert-butyl amide TFA salt (as prepared in Example 81, Step D) and 4-cyano-cyclohexanone using the procedure described in Step E of Example 1.